This data is from the Open Reaction Database (ORD), a public repository of structured organic reaction records. The task is: describe an organic reaction: reactants, conditions, products, and yield Reactants: O=CNc1ccccc1Br, [Li]CCCC, CCOC(C)=O, O=C1CC(C2CC2)C1, [Cl-], [NH4+], C1CCOC1. The product is O=CNc1ccccc1C1(O)CC(C2CC2)C1. As a reaction SMILES: [Br:1][c:2]1[c:3]([NH:8][CH:9]=[O:10])[cH:4][cH:5][cH:6][cH:7]1.[CH2:11]([Li:12])[CH2:13][CH2:14][CH3:15].[CH3:31][CH2:32][O:33][C:34](=[O:35])[CH3:36].[CH:16]1([CH:19]2[CH2:20][C:21](=[O:23])[CH2:22]2)[CH2:17][CH2:18]1.[Cl-:24].[NH4+:25].[O:26]1[CH2:27][CH2:28][CH2:29][CH2:30]1>>[c:2]1([C:21]2([OH:23])[CH2:20][CH:19]([CH:16]3[CH2:17][CH2:18]3)[CH2:22]2)[c:3]([NH:8][CH:9]=[O:10])[cH:4][cH:5][cH:6][cH:7]1.